Task: describe an organic reaction: reactants, conditions, products, and yield. Dataset: the Open Reaction Database (ORD), a public repository of structured organic reaction records Reactants: C(=O)(OC)C=1C=C(C=CC1)C1=CC=C(C=C1)CN1C(=NC(=C1CO)Cl)CCCC (1-[(3'-carbomethoxybiphenyl-4-yl)methyl]-2-butyl-4-chloro-5-hydroxymethyl imidazole). Reagents/catalysts: [Pd] (palladium/carbon). Solvent: CO (methanol). Conditions: time 5 minute. Product: C(=O)(OC)C=1C=C(C=CC1)C1=CC=C(C=C1)CN1C(=NC=C1CO)CCCC (1-[(3'-carbomethoxybiphenyl-4-yl)methyl]-2-butyl-5-hydroxymethyl imidazole). The yield is 36.0%. Reaction SMILES: [C:1]([C:5]1[CH:6]=[C:7]([C:11]2[CH:16]=[CH:15][C:14]([CH2:17][N:18]3[C:22]([CH2:23][OH:24])=[C:21](Cl)[N:20]=[C:19]3[CH2:26][CH2:27][CH2:28][CH3:29])=[CH:13][CH:12]=2)[CH:8]=[CH:9][CH:10]=1)([O:3][CH3:4])=[O:2]>CO.[Pd]>[C:1]([C:5]1[CH:6]=[C:7]([C:11]2[CH:16]=[CH:15][C:14]([CH2:17][N:18]3[C:22]([CH2:23][OH:24])=[CH:21][N:20]=[C:19]3[CH2:26][CH2:27][CH2:28][CH3:29])=[CH:13][CH:12]=2)[CH:8]=[CH:9][CH:10]=1)([O:3][CH3:4])=[O:2]. Reported procedure: A mixture of 1.00 g of 10% palladium/carbon and 1.00 g of 1-[(3'-carbomethoxybiphenyl-4-yl)methyl]-2-butyl-4-chloro-5-hydroxymethyl imidazole in 20 mL of methanol was stirred at 25° for five minutes. Hydrogen gas was bubbled into the solution, and the mixture was stirred under H2 (g) (1 atm.) at 25° for 3.5 hours. The mixture was filtered, and the resulting solution concentrated in vacuo. Column chromatography (elution: 0-5% methanol/chloroform) furnished 0.33 g of 1-[(3'-carbomethoxybiphenyl-4-...